This data is from the Open Reaction Database (ORD), a public repository of structured organic reaction records. The task is: describe an organic reaction: reactants, conditions, products, and yield The reactants are C(=O)C1=C(C(=O)OC)C=CC=C1 (methyl 2-formylbenzoate), C(C)(=O)O (acetic acid), C(C)(=O)O[BH-](OC(C)=O)OC(C)=O.[Na+] (sodium triacetoxyborohydride), NCCC1(CCCCC1)CCN1CCC(CC1)N(C(=O)C=1OC=CC1)C1=CC=C(C=C1)C (N-[1-[2-[1-(2-aminoethyl)cyclohexyl]ethyl]piperidin-4-yl]-N-(p-tolyl)-2-furancarboxamide). The solvent is ClCCCl (1,2-dichloroethane), C(Cl)(Cl)Cl (chloroform). Run at time 3 hour. Product: O=C1N(CC2=CC=CC=C12)CCC1(CCCCC1)CCN1CCC(CC1)N(C(=O)C=1OC=CC1)C1=CC=C(C=C1)C (N-[1-[2-[1-[2-(1-Oxo-2-isoindolinyl)ethyl]cyclohexyl]ethyl]piperidin-4-yl]-N-(p-tolyl)-2-furancarboxamide). Yield: 50.0%. RXN SMILES: [CH:1]([C:3]1[CH:12]=[CH:11][CH:10]=[CH:9][C:4]=1[C:5]([O:7]C)=O)=O.C(O)(=O)C.C(O[BH-](OC(=O)C)OC(=O)C)(=O)C.[Na+].[NH2:31][CH2:32][CH2:33][C:34]1([CH2:40][CH2:41][N:42]2[CH2:47][CH2:46][CH:45]([N:48]([C:56]3[CH:61]=[CH:60][C:59]([CH3:62])=[CH:58][CH:57]=3)[C:49]([C:51]3[O:52][CH:53]=[CH:54][CH:55]=3)=[O:50])[CH2:44][CH2:43]2)[CH2:39][CH2:38][CH2:37][CH2:36][CH2:35]1>ClCCCl.C(Cl)(Cl)Cl>[O:7]=[C:5]1[C:4]2[C:3](=[CH:12][CH:11]=[CH:10][CH:9]=2)[CH2:1][N:31]1[CH2:32][CH2:33][C:34]1([CH2:40][CH2:41][N:42]2[CH2:47][CH2:46][CH:45]([N:48]([C:56]3[CH:57]=[CH:58][C:59]([CH3:62])=[CH:60][CH:61]=3)[C:49]([C:51]3[O:52][CH:53]=[CH:54][CH:55]=3)=[O:50])[CH2:44][CH2:43]2)[CH2:39][CH2:38][CH2:37][CH2:36][CH2:35]1 |f:2.3|. Procedure: After adding methyl 2-formylbenzoate (254 mg, 1.55 mmol), acetic acid (89 μL, 1.55 mmol) and sodium triacetoxyborohydride (265 mg, 1.25 mmol) to a solution of N-[1-[2-[1-(2-aminoethyl)cyclohexyl]ethyl]piperidin-4-yl]-N-(p-tolyl)-2-furancarboxamide (226 mg, 0.52 mmol) in 1,2-dichloroethane (3 mL), the mixture was stirred at room temperature for 3 hours. The reaction mixture was diluted with chloroform and washed with saturated aqueous sodium hydrogencarbonate and saturated brine in that order. Th... Starting materials: COC1=CC(=CC=2CCC=3C4=CC[C@@H]([C@@]4(C)CCC3C12)OC(C)=O)OC (rac.-1,3-dimethoxy-17β-acetoxy-1,3,5(10),8,14-estrapentaene). The reagents and catalysts are [Pd].C(=O)([O-])[O-].[Ca+2] (Pd CaCO3). The solvent is C1CCOC1 (THF). Product: COC1=CC(=CC=2CCC=3[C@@H]4CC[C@@H]([C@@]4(C)CCC3C12)OC(C)=O)OC (1,3-Dimethoxy-17β-acetoxy-1,3,5(10),8-estratetraene). RXN SMILES: [CH3:1][O:2][C:3]1[C:20]2[C:19]3[CH2:18][CH2:17][C@@:15]4([CH3:16])[C:11](=[CH:12][CH2:13][C@@H:14]4[O:21][C:22](=[O:24])[CH3:23])[C:10]=3[CH2:9][CH2:8][C:7]=2[CH:6]=[C:5]([O:25][CH3:26])[CH:4]=1>[Pd].C([O-])([O-])=O.[Ca+2].C1COCC1>[CH3:1][O:2][C:3]1[C:20]2[C:19]3[CH2:18][CH2:17][C@@:15]4([CH3:16])[C@@H:11]([CH2:12][CH2:13][C@@H:14]4[O:21][C:22](=[O:24])[CH3:23])[C:10]=3[CH2:9][CH2:8][C:7]=2[CH:6]=[C:5]([O:25][CH3:26])[CH:4]=1 |f:1.2.3|. Procedure details: 700 mg. pf rac.-1,3-dimethoxy-17β-acetoxy-1,3,5(10),8,14-estrapentaene in 10 ml. of distilled THF is hydrogenated over 200 mg. Pd/CaCO3 (5%) at room temperature and under normal pressure until 46.6 ml. of H2 has been absorbed. After the mixture has been filtered off from the catalyst, dried, and evaporated, 447 mg. of rac.-1,3-dimethoxy-17β-acetoxy-1,3,5(10),8-esratetraene is obtained from methanol, m.p. 111/112°-113° C. Procedure details: The procedure is as in Example 22, but starting with N-isopropylglycolamide (5.3 g) in tetrahydrofuran (250 cc), an oily suspension (50% by weight; 2.2 g) of sodium hydride and 3-chloro-2-(7-chloro-1,8-naphthyridin-2-yl)-1-isoindolinone (10 g). After purification by recrystallization in acetonitrile, [2-(7-chloro-1,8-naphthyridin-2-yl)-3-oxo-1-isoindolinyloxy]-N-isopropylacetamide (4 g), m.p. 188° C., is obtained. The yield is 32.1%. Product: ClC1=CC=C2C=CC(=NC2=N1)N1C(C2=CC=CC=C2C1=O)OCC(=O)NC(C)C ([2-(7-chloro-1,8-naphthyridin-2-yl)-3-oxo-1-isoindolinyloxy]-N-isopropylacetamide). As a reaction SMILES: [CH:1]([NH:4][C:5](=[O:8])[CH2:6][OH:7])([CH3:3])[CH3:2].[H-].[Na+].Cl[CH:12]1[C:20]2[C:15](=[CH:16][CH:17]=[CH:18][CH:19]=2)[C:14](=[O:21])[N:13]1[C:22]1[CH:31]=[CH:30][C:29]2[C:24](=[N:25][C:26]([Cl:32])=[CH:27][CH:28]=2)[N:23]=1>O1CCCC1>[Cl:32][C:26]1[N:25]=[C:24]2[C:29]([CH:30]=[CH:31][C:22]([N:13]3[C:14](=[O:21])[C:15]4[C:20](=[CH:19][CH:18]=[CH:17][CH:16]=4)[CH:12]3[O:7][CH2:6][C:5]([NH:4][CH:1]([CH3:3])[CH3:2])=[O:8])=[N:23]2)=[CH:28][CH:27]=1 |f:1.2|. The solvent is O1CCCC1 (tetrahydrofuran). Reactants: C(C)(C)NC(CO)=O (N-isopropylglycolamide), [H-].[Na+] (sodium hydride), ClC1N(C(C2=CC=CC=C12)=O)C1=NC2=NC(=CC=C2C=C1)Cl (3-chloro-2-(7-chloro-1,8-naphthyridin-2-yl)-1-isoindolinone). The reactants are Cl[SiH]1CCC(CC1)CC[C@@H]1CC[C@H](CC1)C1=CC(=C(C=C1)F)F (1-chloro-4-(2-(trans-4-(3,4-difluorophenyl)cyclohexyl)ethyl)-1-silacyclohexane), [Cl-].C(CCCC)[Zn+] (n-pentylzinc chloride), [Cl-].C(CCC=C)[Zn+] (4-pentenylzinc chloride), Cl[SiH]1CCC(CC1)CC[C@@H]1CC[C@H](CC1)C1=CC=C(C=C1)F (1-chloro-4-(2-(trans-4-(p-fluorophenyl)cyclohexyl) ethyl)-1-silacyclohexane). Product: FC=1C=C(C=CC1F)[C@@H]1CC[C@H](CC1)CC[C@@H]1CC[Si@H](CC1)CCCC=C (trans-4-(2-(trans-4-(3,4-difluorophenyl) cyclohexyl)ethyl)-1-(4-pentenyl)-1-silacyclohexane). RXN SMILES: Cl[SiH:2]1[CH2:7][CH2:6][CH:5]([CH2:8][CH2:9][C@H:10]2[CH2:15][CH2:14][C@H:13]([C:16]3[CH:21]=[CH:20][C:19]([F:22])=[C:18]([F:23])[CH:17]=3)[CH2:12][CH2:11]2)[CH2:4][CH2:3]1.[Cl-].[CH2:25]([Zn+])[CH2:26][CH2:27][CH:28]=[CH2:29].Cl[SiH]1CCC(CC[C@H]2CC[C@H](C3C=CC(F)=CC=3)CC2)CC1.[Cl-].C([Zn+])CCCC>>[F:23][C:18]1[CH:17]=[C:16]([C@H:13]2[CH2:14][CH2:15][C@H:10]([CH2:9][CH2:8][C@H:5]3[CH2:6][CH2:7][Si@H:2]([CH2:29][CH2:28][CH2:27][CH:26]=[CH2:25])[CH2:3][CH2:4]3)[CH2:11][CH2:12]2)[CH:21]=[CH:20][C:19]=1[F:22] |f:1.2,4.5|. Procedure: The preparation was conducted in the same manner as in Example 6, except that 7.5 g (21 mmol) of 1-chloro-4-(2-(trans-4-(3,4-difluorophenyl)cyclohexyl)ethyl)-1-silacyclohexane and 4-pentenylzinc chloride were used instead of 7.0 g (21 mmol) of 1-chloro-4-(2-(trans-4-(p-fluorophenyl)cyclohexyl) ethyl)-1-silacyclohexane and n-pentylzinc chloride. Run at temperature 150 celsius, time 24 hour. The reactants are [K+].C1(=CC=CC=C1)S(=O)(=O)[NH-] (benzenesulfonamide potassium salt), CNC1=NC(=CC(=N1)Cl)Cl (2-methylamino-4,6-dichloro-pyrimidine). Yield: 46.1%. RXN SMILES: [K+].[C:2]1([S:8]([NH-:11])(=[O:10])=[O:9])[CH:7]=[CH:6][CH:5]=[CH:4][CH:3]=1.[CH3:12][NH:13][C:14]1[N:19]=[C:18](Cl)[CH:17]=[C:16]([Cl:21])[N:15]=1>CN1CCCC1=O.[OH-].[Na+]>[CH3:12][NH:13][C:14]1[N:19]=[C:18]([NH:11][S:8]([C:2]2[CH:7]=[CH:6][CH:5]=[CH:4][CH:3]=2)(=[O:10])=[O:9])[CH:17]=[C:16]([Cl:21])[N:15]=1 |f:0.1,4.5|. Procedure: 5.38 g (0.0275 mol) of benzenesulfonamide potassium salt and 2.45 g (0.0138 mol) of 2-methylamino-4,6-dichloro-pyrimidine were suspended in 22 ml of 1-methyl-2-pyrrolidone and stirred at 150° C. for 24 hours. The solvent was removed in a high vacuum and the residue was suspended in 250 ml of water. The mixture was extracted three times with 100 ml of ethyl acetate each time and the combined organic phases were washed with 200 ml of saturated NaHCO3. The combined aqueous phases were made acid wit... The solvent is [OH-].[Na+] (NaOH), CN1C(CCC1)=O (1-methyl-2-pyrrolidone). Product: CNC1=NC(=CC(=N1)NS(=O)(=O)C1=CC=CC=C1)Cl (N-(2-methylamino-6-chloro-pyrimidin-4-yl)-benzenesulfonamide). Yields the product Nc1nc(N)c(N=Nc2ccc(Cl)cc2)c(Cl)n1. Starting materials: CC(=O)[O-], CC(=O)O, [Cl-], N#[N+]c1ccc(Cl)cc1, Nc1cc(Cl)nc(N)n1, [Na+], O. Reaction SMILES: [CH3:11][C:12](=[O:13])[O-:14].[CH3:26][C:27](=[O:28])[OH:29].[Cl-:15].[Cl:16][c:17]1[cH:18][cH:19][c:20]([N+:23]#[N:24])[cH:21][cH:22]1.[Cl:1][c:2]1[n:3][c:4]([NH2:9])[n:5][c:6]([NH2:8])[cH:7]1.[Na+:10].[OH2:25]>>[Cl:1][c:2]1[n:3][c:4]([NH2:9])[n:5][c:6]([NH2:8])[c:7]1[N:24]=[N:23][c:20]1[cH:19][cH:18][c:17]([Cl:16])[cH:22][cH:21]1. The reactants are C1(CCCCC1)N(C(CCOCCC1=CC(=CC=C1)CN1CCC2(CN(CCO2)C(C(F)(F)F)=O)CC1)=O)CCN(C(OC(C)(C)C)=O)CCC1=CC=C(C2=C1OCC(N2)=O)O (tert-Butyl 2-(N-cyclohexyl-3-(3-((4-(2,2,2-trifluoroacetyl)-1-oxa-4,9-diazaspiro[5.5]undecan-9-yl)methyl)phenethoxy)propanamido)ethyl(2-(5-hydroxy-3-oxo-3,4-dihydro-2H-benzo[b][1,4]oxazin-8-yl)ethyl)carbamate), N (ammonia). The solvent is CO (methanol). Reaction conditions: time 4.25 hour. Yields the product O1CCNCC12CCN(CC2)CC=2C=C(CCOCCC(=O)N(C1CCCCC1)CCN(C(OC(C)(C)C)=O)CCC1=CC=C(C3=C1OCC(N3)=O)O)C=CC2 (tert-Butyl 2-(3-(3-(1-oxa-4,9-diazaspiro[5.5]undecan-9-ylmethyl)phenethoxy)-N-cyclohexylpropanamido)ethyl(2-(5-hydroxy-3-oxo-3,4-dihydro-2H-benzo[b][1,4]oxazin-8-yl)ethyl)carbamate). Reaction SMILES: [CH:1]1([N:7]([CH2:39][CH2:40][N:41]([CH2:49][CH2:50][C:51]2[C:56]3[O:57][CH2:58][C:59](=[O:61])[NH:60][C:55]=3[C:54]([OH:62])=[CH:53][CH:52]=2)[C:42](=[O:48])[O:43][C:44]([CH3:47])([CH3:46])[CH3:45])[C:8](=[O:38])[CH2:9][CH2:10][O:11][CH2:12][CH2:13][C:14]2[CH:19]=[CH:18][CH:17]=[C:16]([CH2:20][N:21]3[CH2:37][CH2:36][C:24]4([O:29][CH2:28][CH2:27][N:26](C(=O)C(F)(F)F)[CH2:25]4)[CH2:23][CH2:22]3)[CH:15]=2)[CH2:6][CH2:5][CH2:4][CH2:3][CH2:2]1.N>CO>[O:29]1[C:24]2([CH2:36][CH2:37][N:21]([CH2:20][C:16]3[CH:15]=[C:14]([CH:19]=[CH:18][CH:17]=3)[CH2:13][CH2:12][O:11][CH2:10][CH2:9][C:8]([N:7]([CH2:39][CH2:40][N:41]([CH2:49][CH2:50][C:51]3[C:56]4[O:57][CH2:58][C:59](=[O:61])[NH:60][C:55]=4[C:54]([OH:62])=[CH:53][CH:52]=3)[C:42](=[O:48])[O:43][C:44]([CH3:47])([CH3:45])[CH3:46])[CH:1]3[CH2:6][CH2:5][CH2:4][CH2:3][CH2:2]3)=[O:38])[CH2:22][CH2:23]2)[CH2:25][NH:26][CH2:27][CH2:28]1. Procedure details: A solution of tert-butyl 2-(N-cyclohexyl-3-(3-((4-(2,2,2-trifluoroacetyl)-1-oxa-4,9-diazaspiro[5.5]undecan-9-yl)methyl)phenethoxy)propanamido)ethyl(2-(5-hydroxy-3-oxo-3,4-dihydro-2H-benzo[b][1,4]oxazin-8-yl)ethyl)carbamate [Examples 81-175, step g] (1.1 g) in methanol (10 mL) was treated with 35% aqueous ammonia (2.5 mL) and stirred at room temperature for 4.25 hours, then concentrated in-vacuo to afford the subtitled compound as a pale yellow foam. Yield 0.97 g. The reactants are CC1=CC=C(CC=2C=CC3=C(C=C(O3)B(O)O)C2)C=C1 (5-(4-methylbenzyl)-benzofuran-2-ylboronic acid), BrC1=C(C=C(CN2CC(C2)C(=O)OC)C=C1)F (methyl 1-(4-bromo-3-fluorobenzyl)azetidine-3-carboxylate). Product: FC=1C=C(CN2CC(C2)C(=O)OC)C=CC1C=1OC2=C(C1)C=C(C=C2)CC2=CC=C(C=C2)C (methyl 1-(3-fluoro-4-(5-(4-methylbenzyl)benzofuran-2-yl)benzyl)azetidine-3-carboxylate). Reaction SMILES: [CH3:1][C:2]1[CH:20]=[CH:19][C:5]([CH2:6][C:7]2[CH:8]=[CH:9][C:10]3[O:14][C:13](B(O)O)=[CH:12][C:11]=3[CH:18]=2)=[CH:4][CH:3]=1.Br[C:22]1[CH:36]=[CH:35][C:25]([CH2:26][N:27]2[CH2:30][CH:29]([C:31]([O:33][CH3:34])=[O:32])[CH2:28]2)=[CH:24][C:23]=1[F:37]>>[F:37][C:23]1[CH:24]=[C:25]([CH:35]=[CH:36][C:22]=1[C:13]1[O:14][C:10]2[CH:9]=[CH:8][C:7]([CH2:6][C:5]3[CH:19]=[CH:20][C:2]([CH3:1])=[CH:3][CH:4]=3)=[CH:18][C:11]=2[CH:12]=1)[CH2:26][N:27]1[CH2:28][CH:29]([C:31]([O:33][CH3:34])=[O:32])[CH2:30]1. Procedure details: In a similar manner as described in general procedure D, 5-(4-methylbenzyl)-benzofuran-2-ylboronic acid (150 mg, 0.56 mmol) was reacted with methyl 1-(4-bromo-3-fluorobenzyl)azetidine-3-carboxylate (155 mg, 0.51 mmol) to give methyl 1-(3-fluoro-4-(5-(4-methylbenzyl)benzofuran-2-yl)benzyl)azetidine-3-carboxylate as white solid: MS (ESI) m/z: Calculated: 443.51; Observed: 444.0 (M++1).